This data is from the Open Reaction Database (ORD), a public repository of structured organic reaction records. The task is: describe an organic reaction: reactants, conditions, products, and yield Reactants: CC1CNCC(C)O1, CC(CCl)CCCc1ccccc1, ClCCl. Yields the product CC(CCCc1ccccc1)CN1CC(C)OC(C)C1. As a reaction SMILES: [CH3:14][CH:15]1[O:16][CH:17]([CH3:21])[CH2:18][NH:19][CH2:20]1.[CH3:1][CH:2]([CH2:3][Cl:4])[CH2:5][CH2:6][CH2:7][c:8]1[cH:9][cH:10][cH:11][cH:12][cH:13]1.[Cl:22][CH2:23][Cl:24]>>[CH3:1][CH:2]([CH2:3][N:19]1[CH2:18][CH:17]([CH3:21])[O:16][CH:15]([CH3:14])[CH2:20]1)[CH2:5][CH2:6][CH2:7][c:8]1[cH:9][cH:10][cH:11][cH:12][cH:13]1. As a reaction SMILES: [Br:1][c:2]1[c:3]([N+:9](=[O:10])[O-:11])[cH:4][c:5]([Cl:8])[cH:6][cH:7]1.[CH3:12][O:13][c:14]1[cH:15][cH:16][c:17]([OH:20])[cH:18][cH:19]1.[K+:21].[K+:22].[O-:23][C:24]([O-:25])=[O:26].[O:28]=[CH:29][N:30]([CH3:31])[CH3:32].[OH2:27]>>[c:2]1([O:20][c:17]2[cH:16][cH:15][c:14]([O:13][CH3:12])[cH:19][cH:18]2)[c:3]([N+:9](=[O:10])[O-:11])[cH:4][c:5]([Cl:8])[cH:6][cH:7]1. The product is COc1ccc(Oc2ccc(Cl)cc2[N+](=O)[O-])cc1. The reactants are O=[N+]([O-])c1cc(Cl)ccc1Br, COc1ccc(O)cc1, [K+], [K+], O=C([O-])[O-], CN(C)C=O, O. The reactants are COC=1C=C2C(=CC1OCCCN3CCOCC3)C(=NC=N2)NC=4C=CC(=C(C4)Cl)F (gefitinib), OC=1C=C(C#N)C=CC1OC (3-hydroxy-4-methoxy benzonitrile), OC=1C=C(C#N)C=CC1OC (3-hydroxy-4-methoxy benzonitrile), O1CCN(CC1)CCCCl (morpholino propyl chloride), S(=O)([O-])S(=O)[O-].[Na+].[Na+] (sodium dithionite), amino, nitrile, amide, C(=O)N (formamide). The product is N1=CN=CC2=CC=CC=C12 (quinazoline). As a reaction SMILES: CO[C:3]1[CH:4]=[C:5]2[N:22]=[CH:21][N:20]=[C:19](NC3C=CC(F)=C(Cl)C=3)[C:6]2=[CH:7][C:8]=1OCCCN1CCOCC1.OC1C=C(C=CC=1OC)C#N.O1CCN(CCCCl)CC1.S(S([O-])=O)([O-])=O.[Na+].[Na+].C(N)=O>>[N:22]1[C:5]2[C:6](=[CH:7][CH:8]=[CH:3][CH:4]=2)[CH:19]=[N:20][CH:21]=1 |f:3.4.5|. Reported procedure: WO 2004/024703 discloses a process for the preparation of gefitinib starting from 3-hydroxy-4-methoxy benzonitrile which involves condensation of 3-hydroxy-4-methoxy benzonitrile with morpholino propyl chloride, nitration, reduction with sodium dithionite to amino compound, hydrolysis of nitrile to amide, cyclisation in the presence of formamide to obtain quinazoline, chlorination with phosphorous oxychloride and finally condensation with chloro-fluoro aniline to obtain gefitinib. The process in... Starting materials: Cl.Cl.Cl.N1C=NC(=C1)CN1CCN(CC2=C1C=CC(=C2)C2=NC=CC=C2)C(=O)C2=CC=CC1=CC=CC=C21 (2,3,4,5-Tetrahydro-1-(1H-imidazol-4-ylmethyl)-4-(1-naphthalenylcarbonyl)-7-pyridin-2-yl-1H-1,4-benzodiazepine, trihydrochloride), C(CCC)[Sn](C=1C=NC=CC1)(CCCC)CCCC (3-(tributylstannyl)pyridine), Cl.Cl.Cl.N1C=NC(=C1)CN1CCN(CC2=C1C=CC(=C2)C2=NC=CC=C2)C(=O)C2=CC=CC1=CC=CC=C21 (2,3,4,5-Tetrahydro-1-(1H-imidazol-4-ylmethyl)-4-(1-naphthalenylcarbonyl)-7-pyridin-2-yl-1H-1,4-benzodiazepine, trihydrochloride). Product: Cl.Cl.Cl.N1C=NC(=C1)CN1CCN(CC2=C1C=CC(=C2)C=2C=NC=CC2)C(=O)C2=CC=CC1=CC=CC=C21 (2,3,4,5-Tetrahydro-1-(1H-imidazol-4-ylmethyl)-4-(1-naphthalenylcarbonyl)-7-(3-pyridinyl)-1H-1,4-benzodiazepine, trihydrochloride). Isolated yield 8.0%. RXN SMILES: [ClH:1].Cl.Cl.[NH:4]1[CH:8]=[C:7]([CH2:9][N:10]2[C:16]3[CH:17]=[CH:18][C:19](C4C=CC=CN=4)=[CH:20][C:15]=3[CH2:14][N:13]([C:27]([C:29]3[C:38]4[C:33](=[CH:34][CH:35]=[CH:36][CH:37]=4)[CH:32]=[CH:31][CH:30]=3)=[O:28])[CH2:12][CH2:11]2)[N:6]=[CH:5]1.C([Sn](CCCC)(CCCC)[C:44]1[CH:45]=[N:46][CH:47]=[CH:48][CH:49]=1)CCC>>[ClH:1].[ClH:1].[ClH:1].[NH:4]1[CH:8]=[C:7]([CH2:9][N:10]2[C:16]3[CH:17]=[CH:18][C:19]([C:44]4[CH:45]=[N:46][CH:47]=[CH:48][CH:49]=4)=[CH:20][C:15]=3[CH2:14][N:13]([C:27]([C:29]3[C:38]4[C:33](=[CH:34][CH:35]=[CH:36][CH:37]=4)[CH:32]=[CH:31][CH:30]=3)=[O:28])[CH2:12][CH2:11]2)[N:6]=[CH:5]1 |f:0.1.2.3,5.6.7.8|. Procedure details: Example 67 was prepared as a yellow solid in 8% yield from Compound A of Example 37 and 3-(tributylstannyl)pyridine as described for Compound B of Example 37. Starting materials: CC1=C(C(=NO1)C1=CC=CC=C1)C1=NN=C2N1CC1=CC=C(C=C21)O (3-(5-Methyl-3-phenylisoxazol-4-yl)-5H-[1,2,4]triazolo[3,4-a]isoindol-8-ol), OC1CCN(CC1)C(=O)OC(C)(C)C (4-hydroxy-boc-piperidine), N(=NC(=O)OCC)C(=O)OCC (diethyl azodicarboxylate), C1(=CC=CC=C1)P(C1=CC=CC=C1)C1=CC=CC=C1 (triphenylphosphine), 3-(5-Methyl-3-phenylisoxazol-4-yl)-8-(piperidin-4-yloxy)-5H-[1,2,4]triazolo[3,4-α]isoindole 4-[3-(5-Methyl-3-phenylisoxazol-4-yl)-5H-[1,2,4]triazolo[3,4-α]isoindol-8-yloxy]-piperidine-1-carboxylic acid tert-butyl ester. Solvent: C(=O)(C(F)(F)F)O (TFA), ClCCl (dichloromethane). Reaction conditions: time 8 hour. The product is C(C)(C)(C)OC(=O)N1CCC(CC1)OC1=CC=C2CN3C(C2=C1)=NN=C3C=3C(=NOC3C)C3=CC=CC=C3 (4-[3-(5-Methyl-3-phenylisoxazol-4-yl)-5H-[1,2,4]triazolo[3,4-α]isoindol-8-yloxy]-piperidine-1-carboxylic acid tert-butyl ester). Yield: 0.9%. Reaction SMILES: C1(P(C2C=CC=CC=2)C2C=CC=CC=2)C=CC=CC=1.[CH3:20][C:21]1[O:25][N:24]=[C:23]([C:26]2[CH:31]=[CH:30][CH:29]=[CH:28][CH:27]=2)[C:22]=1[C:32]1[N:36]2[CH2:37][C:38]3[C:43]([C:35]2=[N:34][N:33]=1)=[CH:42][C:41]([OH:44])=[CH:40][CH:39]=3.O[CH:46]1[CH2:51][CH2:50][N:49]([C:52]([O:54][C:55]([CH3:58])([CH3:57])[CH3:56])=[O:53])[CH2:48][CH2:47]1.N(C(OCC)=O)=NC(OCC)=O>ClCCl.C(O)(C(F)(F)F)=O>[C:55]([O:54][C:52]([N:49]1[CH2:50][CH2:51][CH:46]([O:44][C:41]2[CH:42]=[C:43]3[C:38]([CH2:37][N:36]4[C:32]([C:22]5[C:23]([C:26]6[CH:31]=[CH:30][CH:29]=[CH:28][CH:27]=6)=[N:24][O:25][C:21]=5[CH3:20])=[N:33][N:34]=[C:35]43)=[CH:39][CH:40]=2)[CH2:47][CH2:48]1)=[O:53])([CH3:58])([CH3:56])[CH3:57]. Reported procedure: Under nitrogen atmosphere, triphenylphosphine bound resin (1.22 g, 1.36 mmol, 1.12 mmol/g) was swelled in dichloromethane for 30 minutes. 3-(5-Methyl-3-phenylisoxazol-4-yl)-5H-[1,2,4]triazolo[3,4-a]isoindol-8-ol (0.3 g, 0.91 mmol) (prepared as in Example 3, Step (a)), 4-hydroxy-boc-piperidine (0.27 g, 1.36 mmol, 1.5 eq.) and diethyl azodicarboxylate (0.21 ml, 1.36 mmol, 1.5 eq.) were added and the reaction was stirred at room temperature overnight. The resin was filtered off and washed with dich... The reactants are BrC=1C=NC(=NC1)Cl (5-bromo-2-chloropyrimidine), C(C)(C)(C)C1=CC=C(C=C1)S(=O)(=O)NC1=C(C(=NN1C)OCCO)C1=CC=CC=C1 (4-(tert-butyl)-N-{3-(2-hydroxyethoxy)-1-methyl-4-phenyl-1H-pyrazol-5-yl}benzenesulfonamide). Yields the product BrC=1C=NC(=NC1)OCCOC1=NN(C(=C1C1=CC=CC=C1)NS(=O)(=O)C1=CC=C(C=C1)C(C)(C)C)C (N-(3-{2-[(5-bromo-2-pyrimidinyl)oxy]ethoxy}-1-methyl-4-phenyl-1H-pyrazol-5-yl)-4-(tert-butyl)benzenesulfonamide), solid. RXN SMILES: [Br:1][C:2]1[CH:3]=[N:4][C:5](Cl)=[N:6][CH:7]=1.[C:9]([C:13]1[CH:18]=[CH:17][C:16]([S:19]([NH:22][C:23]2[N:27]([CH3:28])[N:26]=[C:25]([O:29][CH2:30][CH2:31][OH:32])[C:24]=2[C:33]2[CH:38]=[CH:37][CH:36]=[CH:35][CH:34]=2)(=[O:21])=[O:20])=[CH:15][CH:14]=1)([CH3:12])([CH3:11])[CH3:10]>>[Br:1][C:2]1[CH:3]=[N:4][C:5]([O:32][CH2:31][CH2:30][O:29][C:25]2[C:24]([C:33]3[CH:34]=[CH:35][CH:36]=[CH:37][CH:38]=3)=[C:23]([NH:22][S:19]([C:16]3[CH:17]=[CH:18][C:13]([C:9]([CH3:11])([CH3:10])[CH3:12])=[CH:14][CH:15]=3)(=[O:20])=[O:21])[N:27]([CH3:28])[N:26]=2)=[N:6][CH:7]=1. Reported procedure: The title compound was made according to the procedure used for Example 13 except that (63 mg) of 5-bromo-2-chloropyrimidine was used and that 4-(tert-butyl)-N-{3-(2-hydroxyethoxy)-1-methyl-4-phenyl-1H-pyrazol-5-yl}benzenesulfonamide (Example 15) (80 mg) was used in place of 4-(tert-butyl)-N-{3-(2-hydroxyethoxy)-1-methyl-4-[4-(trifluoromethyl)phenyl]-1H-pyrazol-5-yl}benzenesulfonamide (Example 12). The crude material was purified by HPLC on a 5μ ODS Phenomenex Magellen™ column with a gradient el... The reactants are CS(=O)c1nc(Cl)c2ccc(=O)n(-c3ccc(F)cc3F)c2n1, ClCCl, NC(CO)CO, CN(C)C=O. Yields the product O=c1ccc2c(Cl)nc(NC(CO)CO)nc2n1-c1ccc(F)cc1F. RXN SMILES: [Cl:1][c:2]1[c:3]2[c:4]([n:5][c:6]([S:8]([CH3:9])=[O:10])[n:7]1)[n:11](-[c:16]1[c:17]([F:23])[cH:18][c:19]([F:22])[cH:20][cH:21]1)[c:12](=[O:15])[cH:13][cH:14]2.[Cl:30][CH2:31][Cl:32].[NH2:24][CH:25]([CH2:26][OH:27])[CH2:28][OH:29].[O:33]=[CH:34][N:35]([CH3:36])[CH3:37]>>[Cl:1][c:2]1[c:3]2[c:4]([n:5][c:6]([NH:24][CH:25]([CH2:26][OH:27])[CH2:28][OH:29])[n:7]1)[n:11](-[c:16]1[c:17]([F:23])[cH:18][c:19]([F:22])[cH:20][cH:21]1)[c:12](=[O:15])[cH:13][cH:14]2.